This data is from the Open Reaction Database (ORD), a public repository of structured organic reaction records. The task is: describe an organic reaction: reactants, conditions, products, and yield Reactants: CCOC(=O)c1ccc(N2CCCN(CC)CC2)cc1, COc1cc(CCc2cc(N)[nH]n2)cc(OC)c1, C[Al](C)C, Cc1ccccc1. The product is CCN1CCCN(c2ccc(C(=O)Nc3cc(CCc4cc(OC)cc(OC)c4)n[nH]3)cc2)CC1. RXN SMILES: [CH2:1]([CH3:2])[N:3]1[CH2:4][CH2:5][N:6]([c:10]2[cH:11][cH:12][c:13]([C:14]([O:16][CH2:15][CH3:17])=[O:18])[cH:19][cH:20]2)[CH2:7][CH2:8][CH2:9]1.[CH3:21][O:22][c:23]1[cH:24][c:25]([CH2:31][CH2:32][c:33]2[cH:34][c:35]([NH2:38])[nH:36][n:37]2)[cH:26][c:27]([O:29][CH3:30])[cH:28]1.[CH3:39][Al:40]([CH3:41])[CH3:42].[CH3:43][c:44]1[cH:45][cH:46][cH:47][cH:48][cH:49]1>>[CH2:1]([CH3:2])[N:3]1[CH2:4][CH2:5][N:6]([c:10]2[cH:11][cH:12][c:13]([C:14](=[O:16])[NH:38][c:35]3[cH:34][c:33]([CH2:32][CH2:31][c:25]4[cH:24][c:23]([O:22][CH3:21])[cH:28][c:27]([O:29][CH3:30])[cH:26]4)[n:37][nH:36]3)[cH:19][cH:20]2)[CH2:7][CH2:8][CH2:9]1. Starting materials: C(C)OC(=O)C1=C(C2=C(C(=N1)Br)SC(=N2)C2=CC=CC=C2)O (4-bromo-7-hydroxy-2-phenyl-thiazolo[5,4-c]pyridine-6-carboxylic acid ethyl ester), C[Sn](C)(C)C (tetramethyltin). The reagents and catalysts are Cl[Pd]([P](C1=CC=CC=C1)(C2=CC=CC=C2)C3=CC=CC=C3)([P](C4=CC=CC=C4)(C5=CC=CC=C5)C6=CC=CC=C6)Cl (bis(triphenylphosphine)palladium(II) dichloride). The solvent is CN(C=O)C (dimethylformamide). Run at temperature 130 celsius, time 100 minute. The product is C(C)OC(=O)C1=C(C2=C(C(=N1)C)SC(=N2)C2=CC=CC=C2)O (7-Hydroxy-4-methyl-2-phenyl-thiazolo[5,4-c]pyridine-6-carboxylic acid ethyl ester). Yield: 41.8%. Reaction SMILES: [CH2:1]([O:3][C:4]([C:6]1[N:11]=[C:10](Br)[C:9]2[S:13][C:14]([C:16]3[CH:21]=[CH:20][CH:19]=[CH:18][CH:17]=3)=[N:15][C:8]=2[C:7]=1[OH:22])=[O:5])[CH3:2].[CH3:23][Sn](C)(C)C>CN(C)C=O.Cl[Pd](Cl)([P](C1C=CC=CC=1)(C1C=CC=CC=1)C1C=CC=CC=1)[P](C1C=CC=CC=1)(C1C=CC=CC=1)C1C=CC=CC=1>[CH2:1]([O:3][C:4]([C:6]1[N:11]=[C:10]([CH3:23])[C:9]2[S:13][C:14]([C:16]3[CH:21]=[CH:20][CH:19]=[CH:18][CH:17]=3)=[N:15][C:8]=2[C:7]=1[OH:22])=[O:5])[CH3:2] |^1:35,54|. Procedure details: A mixture of 4-bromo-7-hydroxy-2-phenyl-thiazolo[5,4-c]pyridine-6-carboxylic acid ethyl ester (217 mg, 0.80 mmole), tetramethyltin (318 μl, 2.30 mmole) and bis(triphenylphosphine)palladium(II) dichloride (52 mg, 0.07 mmole) in dimethylformamide (3 ml) was stirred at 130° C. for 100 min before it was cooled to room temperature, quenched with water, filtered. The filtrate was partitioned between ethyl acetate and water. The organic layer was washed with brine, dried over anhydrous sodium sulfate a... Starting materials: O=C(Nc1ccc(C(F)(F)F)cc1)C(NCCN1CCOCC1)c1ccc(Br)cc1, CO, O=Cc1ccccc1, [Na+], [Na+], O=S(=O)([O-])[O-], Cc1ccc(S(=O)(=O)O)cc1. Product: O=C1C(c2ccc(Br)cc2)N(CCN2CCOCC2)C(c2ccccc2)N1c1ccc(C(F)(F)F)cc1. Reaction SMILES: [Br:1][c:2]1[cH:3][cH:4][c:5]([CH:8]([C:9](=[O:10])[NH:11][c:12]2[cH:13][cH:14][c:15]([C:18]([F:19])([F:20])[F:21])[cH:16][cH:17]2)[NH:22][CH2:23][CH2:24][N:25]2[CH2:26][CH2:27][O:28][CH2:29][CH2:30]2)[cH:6][cH:7]1.[CH3:57][OH:58].[CH:31](=[O:32])[c:33]1[cH:34][cH:35][cH:36][cH:37][cH:38]1.[Na+:50].[Na+:51].[O-:52][S:53](=[O:54])(=[O:55])[O-:56].[c:39]1([CH3:40])[cH:41][cH:42][c:43]([S:44]([OH:45])(=[O:46])=[O:47])[cH:48][cH:49]1>>[Br:1][c:2]1[cH:3][cH:4][c:5]([CH:8]2[C:9](=[O:10])[N:11]([c:12]3[cH:13][cH:14][c:15]([C:18]([F:19])([F:20])[F:21])[cH:16][cH:17]3)[CH:31]([c:33]3[cH:34][cH:35][cH:36][cH:37][cH:38]3)[N:22]2[CH2:23][CH2:24][N:25]2[CH2:26][CH2:27][O:28][CH2:29][CH2:30]2)[cH:6][cH:7]1. Starting materials: [N+](=O)([O-])C1=C2C(C3CC=CCC3C(C2=CC=C1)=O)=O (5-nitro-1,4,4a,9a-tetrahydroanthraquinone), [OH-].[Na+] (sodium hydroxide). Reagents/catalysts: [Zn] (zinc). Run in C(C)O (ethanol). Conditions: temperature 20 celsius. Yields the product NC1=CC=CC=2C(C3=CC=CC=C3C(C12)=O)=O (1-aminoanthraquinone). Reaction SMILES: [N+:1]([C:4]1[CH:17]=[CH:16][CH:15]=[C:14]2[C:5]=1[C:6](=[O:19])[CH:7]1[CH:12]([C:13]2=[O:18])[CH2:11][CH:10]=[CH:9][CH2:8]1)([O-])=O.[OH-].[Na+]>[Zn].C(O)C>[NH2:1][C:4]1[C:5]2[C:6](=[O:19])[C:7]3[C:12](=[CH:11][CH:10]=[CH:9][CH:8]=3)[C:13](=[O:18])[C:14]=2[CH:15]=[CH:16][CH:17]=1 |f:1.2|. Procedure: A mixture of 5.0 parts of 5-nitro-1,4,4a,9a-tetrahydroanthraquinone with 3 parts of zinc dust, 10 parts of a 20 wt % aqueous sodium hydroxide and 50 parts of ethanol was refluxed for 2 hours with stirring and, after cooled to 20°C, filtered. The residue was washed with water and poured into a dilute hydrochloric acid to dissolve zinc dust. Crystals were recovered by filration, washed with water and dried under reduced pressure to obtain 3.8 parts of 1-aminoanthraquinone. Starting materials: CO[C@@H]1O[C@@H]([C@@H]2[C@H]1OC(O2)(C)C)C(=O)NNC(NCC2=CC=CC=C2)=S (2-{[(3aS,4S,6R,6aR)-6-methoxy-2,2-dimethyltetrahydrofuro[3,4-d][1,3]dioxol-4-yl]carbonyl}-N-benzylhydrazinecarbothioamide). The solvent is [OH-].[Na+] (sodium hydroxide). Yields the product CO[C@@H]1O[C@@H]([C@@H]2[C@H]1OC(O2)(C)C)C=2N(C(NN2)=S)CC2=CC=CC=C2 (5-[(3aR,4R,6R,6aR)-6-Methoxy-2,2-dimethyltetrahydrofuro[3,4-d][1,3]dioxol-4-yl]-4-benzyl-2,4-dihydro-3H-1,2,4-triazole-3-thione). The yield is 39.1%. As a reaction SMILES: [CH3:1][O:2][C@H:3]1[C@@H:7]2[O:8][C:9]([CH3:12])([CH3:11])[O:10][C@@H:6]2[C@@H:5]([C:13]([NH:15][NH:16][C:17](=[S:26])[NH:18][CH2:19][C:20]2[CH:25]=[CH:24][CH:23]=[CH:22][CH:21]=2)=O)[O:4]1>[OH-].[Na+]>[CH3:1][O:2][C@H:3]1[C@@H:7]2[O:8][C:9]([CH3:12])([CH3:11])[O:10][C@@H:6]2[C@@H:5]([C:13]2[N:18]([CH2:19][C:20]3[CH:25]=[CH:24][CH:23]=[CH:22][CH:21]=3)[C:17](=[S:26])[NH:16][N:15]=2)[O:4]1 |f:1.2|. Procedure: A solution of 2-{[(3aS,4S,6R,6aR)-6-methoxy-2,2-dimethyltetrahydrofuro[3,4-d][1,3]dioxol-4-yl]carbonyl}-N-benzylhydrazinecarbothioamide (Preparation 17) (5.9 g, 15.5 mmol) in 2 M aqueous sodium hydroxide (200 ml) was heated under reflux for 2 hours. The solution was allowed to cool to room temperature and extracted with dichloromethane (50 ml). The aqueous phase was then acidified to pH 4 with 2 M aqueous hydrochloric acid and extracted with ethyl acetate (300 ml). The ethyl acetate layer was dr... Reactants: COC(C1=CC=C(C=C1)C1=NC=CC=C1)=O (4-(pyridin-2-yl)-benzoic acid methyl ester). The solvent is CO (methanol), [OH-].[Na+] (sodium hydroxide). The product is N1=C(C=CC=C1)C1=CC=C(C(=O)O)C=C1 (4-(Pyridin-2-yl)-benzoic acid). Reaction SMILES: C[O:2][C:3](=[O:16])[C:4]1[CH:9]=[CH:8][C:7]([C:10]2[CH:15]=[CH:14][CH:13]=[CH:12][N:11]=2)=[CH:6][CH:5]=1>CO.[OH-].[Na+]>[N:11]1[CH:12]=[CH:13][CH:14]=[CH:15][C:10]=1[C:7]1[CH:8]=[CH:9][C:4]([C:3]([OH:16])=[O:2])=[CH:5][CH:6]=1 |f:2.3|. Procedure: 12.85 g (60.2 mmol) of 4-(pyridin-2-yl)-benzoic acid methyl ester in 125 ml of methanol and 67 ml of 1N sodium hydroxide solution are stirred at room temperature for 6 hours. The resulting solution is partially concentrated by evaporation; the aqueous residue is extracted with ethyl acetate and acidified to pH≈1.5 with 2N HCl solution. The title compound precipitates out and can be filtered off and washed with water: TLC (ethyl acetate): Rf=0.35; FAB MS (M+H)+=200.